This data is from the Open Reaction Database (ORD), a public repository of structured organic reaction records. The task is: describe an organic reaction: reactants, conditions, products, and yield Reactants: O=C([O-])C=CC(=O)[O-], COc1ccc(C(=O)NC(N)=O)cc1, CCN(C(C)C)C(C)C, Cl, Cl, NC1CN2CCC1CC2, c1ccncc1. Product: COc1ccc(C(=O)NC(=O)NC2CN3CCC2CC3)cc1. Reaction SMILES: [C:35]([O-:36])(=[O:37])[CH:38]=[CH:39][C:40]([O-:41])=[O:42].[CH3:12][O:13][c:14]1[cH:15][cH:16][c:17]([C:18](=[O:19])[NH:20][C:21](=[O:22])[NH2:23])[cH:24][cH:25]1.[CH:26]([N:27]([CH:28]([CH3:29])[CH3:30])[CH2:31][CH3:32])([CH3:33])[CH3:34].[ClH:1].[ClH:2].[NH2:3][CH:4]1[CH2:5][N:6]2[CH2:7][CH2:8][CH:9]1[CH2:10][CH2:11]2.[cH:43]1[cH:44][cH:45][n:46][cH:47][cH:48]1>>[NH:3]([CH:4]1[CH2:5][N:6]2[CH2:7][CH2:8][CH:9]1[CH2:10][CH2:11]2)[C:21]([NH:20][C:18]([c:17]1[cH:16][cH:15][c:14]([O:13][CH3:12])[cH:25][cH:24]1)=[O:19])=[O:22].